From a dataset of the Open Reaction Database (ORD), a public repository of structured organic reaction records. describe an organic reaction: reactants, conditions, products, and yield Reactants: O=C([O-])[O-], COC(=O)c1cc(I)c(C(F)(F)F)cc1N, COCCOC, [Cs+], [Cs+], OB(O)c1cncnc1. The product is COC(=O)c1cc(-c2cncnc2)c(C(F)(F)F)cc1N. As a reaction SMILES: [C:26](=[O:27])([O-:28])[O-:29].[CH3:1][O:2][C:3]([c:4]1[c:5]([NH2:15])[cH:6][c:7]([C:11]([F:12])([F:13])[F:14])[c:8]([I:10])[cH:9]1)=[O:16].[CH3:32][O:33][CH2:34][CH2:35][O:36][CH3:37].[Cs+:30].[Cs+:31].[n:17]1[cH:18][n:19][cH:20][c:21]([B:23]([OH:24])[OH:25])[cH:22]1>>[CH3:1][O:2][C:3]([c:4]1[c:5]([NH2:15])[cH:6][c:7]([C:11]([F:12])([F:13])[F:14])[c:8](-[c:21]2[cH:20][n:19][cH:18][n:17][cH:22]2)[cH:9]1)=[O:16]. Procedure: To a suspension of 6-chloro-3-nitropicolinonitrile (2.54 g, 13.8 mmol) in water (27.0 mL) was added NH4OH (5.61 mL, 36.0 mmol) at room temperature. After stirring for 20 min at room temperature, Na2S2O4 (13.7 g, 79.0 mmol) was added to the mixture. After stirring for 3 hours at room temperature, the reaction mixture was filtered, and washed with water. The filtercake was dried under vacuum to give 3-amino-6-chloropicolinamide (1.67 g, 70%) as a yellow solid. 1H-NMR (CDCl3, Varian 400 MHz) δ 5.36... Yield: 70.5%. The product is NC=1C(=NC(=CC1)Cl)C(=O)N (3-amino-6-chloropicolinamide). The reactants are [NH4+].[OH-] (NH4OH), ClC1=CC=C(C(=N1)C#N)[N+](=O)[O-] (6-chloro-3-nitropicolinonitrile), [O-]S(=O)S(=O)[O-].[Na+].[Na+] (Na2S2O4). Run in O (water). RXN SMILES: [Cl:1][C:2]1[N:7]=[C:6]([C:8]#[N:9])[C:5]([N+:10]([O-])=O)=[CH:4][CH:3]=1.[NH4+].[OH-].[O-:15]S(S([O-])=O)=O.[Na+].[Na+]>O>[NH2:10][C:5]1[C:6]([C:8]([NH2:9])=[O:15])=[N:7][C:2]([Cl:1])=[CH:3][CH:4]=1 |f:1.2,3.4.5|. Run at time 20 minute. Starting materials: C(C)N1C=C(C(=C1)C)C(=O)O (1-ethyl-4-methyl-1H-pyrrole-3-carboxylic acid), NC=1C=C(OC=2C=CC=3N(C2)N=C(N3)NC(=O)C3CC3)C=CC1 (N-[6-(3-aminophenoxy)[1,2,4]triazolo[1,5-a]pyridin-2-yl]cyclopropanecarboxamide), O1CCCC1 (tetrahydrofuran), C(C(=O)Cl)(=O)Cl (oxalyl chloride). The reagents and catalysts are CN(C=O)C (N,N-dimethylformamide). Solvent: CN(C(C)=O)C (N,N-dimethylacetamide). Yields the product C1(CC1)C(=O)NC1=NN2C(C=CC(=C2)OC=2C=C(C=CC2)NC(=O)C2=CN(C=C2C)CC)=N1 (N-[3-({2-[(cyclopropylcarbonyl)amino][1,2,4]triazolo[1,5-a]pyridin-6-yl}oxy)phenyl]-1-ethyl-4-methyl-1H-pyrrole-3-carboxamide). Yield: 23.3%. Reaction SMILES: [CH2:1]([N:3]1[CH:7]=[C:6]([CH3:8])[C:5]([C:9]([OH:11])=O)=[CH:4]1)[CH3:2].O1CCCC1.C(Cl)(=O)C(Cl)=O.[NH2:23][C:24]1[CH:25]=[C:26]([CH:43]=[CH:44][CH:45]=1)[O:27][C:28]1[CH:29]=[CH:30][C:31]2[N:32]([N:34]=[C:35]([NH:37][C:38]([CH:40]3[CH2:42][CH2:41]3)=[O:39])[N:36]=2)[CH:33]=1>CN(C)C=O.CN(C)C(=O)C>[CH:40]1([C:38]([NH:37][C:35]2[N:36]=[C:31]3[CH:30]=[CH:29][C:28]([O:27][C:26]4[CH:25]=[C:24]([NH:23][C:9]([C:5]5[C:6]([CH3:8])=[CH:7][N:3]([CH2:1][CH3:2])[CH:4]=5)=[O:11])[CH:45]=[CH:44][CH:43]=4)=[CH:33][N:32]3[N:34]=2)=[O:39])[CH2:41][CH2:42]1. Procedure: In the same manner as in Example 18-4 and using 1-ethyl-4-methyl-1H-pyrrole-3-carboxylic acid (198 mg, 1.29 mmol), tetrahydrofuran (7 mL), oxalyl chloride (169 μL, 1.94 mmol), N-[6-(3-aminophenoxy)[1,2,4]triazolo[1,5-a]pyridin-2-yl]cyclopropanecarboxamide (200 mg, 0.646 mmol), N,N-dimethylformamide (1 drop) and N,N-dimethylacetamide (3 mL) as starting materials, the title compound (67.0 mg, 23%) was obtained as a white solid. Starting materials: CC(=O)O, Cc1ccccc1, CC(=O)[O-], COc1ccc2c(O)cc(=O)[nH]c2c1OCC1CC1, [NH4+]. The product is COc1ccc2c(N)cc(=O)[nH]c2c1OCC1CC1. RXN SMILES: [CH3:25][C:26](=[O:27])[OH:28].[CH3:29][c:30]1[cH:31][cH:32][cH:33][cH:34][cH:35]1.[CH3:2][C:3](=[O:4])[O-:5].[CH:6]1([CH2:9][O:10][c:11]2[c:12]([O:23][CH3:24])[cH:13][cH:14][c:15]3[c:16]([OH:22])[cH:17][c:18](=[O:21])[nH:19][c:20]23)[CH2:7][CH2:8]1.[NH4+:1]>>[NH2:1][c:16]1[c:15]2[cH:14][cH:13][c:12]([O:23][CH3:24])[c:11]([O:10][CH2:9][CH:6]3[CH2:7][CH2:8]3)[c:20]2[nH:19][c:18](=[O:21])[cH:17]1. Starting materials: CC=1C2=C(SC1)C=CC(=C2)C(=S)O (3-methylthiobenzo[b]thiophene-5-carboxylic acid), P(=O)(Cl)(Cl)Cl (phosphorous oxychloride), C(C)O (ethanol). The product is C(C)OC(=S)C1=CC2=C(SC=C2C)C=C1 (3-methylthiobenzo[b]thiophene-5-carboxylic acid ethyl ester). As a reaction SMILES: [CH3:1][C:2]1[C:3]2[CH:10]=[C:9]([C:11]([OH:13])=[S:12])[CH:8]=[CH:7][C:4]=2[S:5][CH:6]=1.P(Cl)(Cl)(Cl)=O.[CH2:19](O)[CH3:20]>>[CH2:19]([O:13][C:11]([C:9]1[CH:8]=[CH:7][C:4]2[S:5][CH:6]=[C:2]([CH3:1])[C:3]=2[CH:10]=1)=[S:12])[CH3:20]. Procedure details: A mixture of 3-methylthiobenzo[b]thiophene-5-carboxylic acid (5.62 g) and phosphorous oxychloride (2 ml) in ethanol (200 ml) was heated under reflux for 18 hours and then evaporated. The residue was dissolved in ether and the solution was washed with sodium bicarbonate solution, and water and dried (Na2SO4). Evaporation of the solvent gave a solid which was crystallised from ethanol to give 3-methylthiobenzo[b]thiophene-5-carboxylic acid ethyl ester (5.84 g), m.p. 67°-69°.